Dataset: the Open Reaction Database (ORD), a public repository of structured organic reaction records. Task: describe an organic reaction: reactants, conditions, products, and yield Reactants: [N+](=O)([O-])C1=C(C=CC(=C1)C(C)(C)C)OC (2-nitro-4-tertbutylanisole), [N+](=O)([O-])C1=C(C=CC(=C1)C(C)(C)C)OC (2-nitro-4-tertbutylanisole), [N+](=O)(O)[O-] (nitric acid), S(O)(O)(=O)=O (sulfuric acid), [N+](=O)([O-])C1=C(C=CC(=C1)C(C)(C)C)OC (2-nitro-4-tertbutylanisole). Run in C(CCl)Cl (ethylene dichloride). Reaction conditions: temperature 50 celsius. Product: [N+](=O)([O-])C1=C(C(=CC(=C1)C(C)(C)C)[N+](=O)[O-])OC (2,6-dinitro-4-tertbutylanisole). As a reaction SMILES: [N+:1]([C:4]1[CH:9]=[C:8]([C:10]([CH3:13])([CH3:12])[CH3:11])[CH:7]=[CH:6][C:5]=1[O:14][CH3:15])([O-:3])=[O:2].[N+:16]([O-])([OH:18])=[O:17].S(=O)(=O)(O)O>C(Cl)CCl>[N+:1]([C:4]1[CH:9]=[C:8]([C:10]([CH3:12])([CH3:11])[CH3:13])[CH:7]=[C:6]([N+:16]([O-:18])=[O:17])[C:5]=1[O:14][CH3:15])([O-:3])=[O:2]. Procedure details: The recovered 2-nitro-4-tertbutylanisole is then again subjected to nitration. Specifically, the 2-nitro-4-tertbutylanisole intermediate is mixed with between 2-9 parts (by volume) organic solvent such as ethylene dichloride. Next is the cooling of the reaction mixture of 2-nitro-4-tertbutylanisole and organic solvent in an ice-water bath to a temperature below 5° C. This is followed by the adding of a mixture of 70% nitric acid and 98% sulfuric acid while maintaining a temperature below 10° C. ...